This data is from the Open Reaction Database (ORD), a public repository of structured organic reaction records. The task is: describe an organic reaction: reactants, conditions, products, and yield The reactants are [N+](=O)([O-])C=1C=C(C=CC1)SC=1C=NC=CC1 (3-(3-nitrophenylthio)pyridine), [H][H] (hydrogen). The reagents and catalysts are [Pd] (palladium on carbon). Solvent: C1CCOC1 (THF). The product is N1=CC(=CC=C1)SC=1C=C(N)C=CC1 (3-(pyridin-3-ylthio)aniline). Isolated yield 71.6%. As a reaction SMILES: [N+:1]([C:4]1[CH:5]=[C:6]([S:10][C:11]2[CH:12]=[N:13][CH:14]=[CH:15][CH:16]=2)[CH:7]=[CH:8][CH:9]=1)([O-])=O.[H][H]>C1COCC1.[Pd]>[N:13]1[CH:14]=[CH:15][CH:16]=[C:11]([S:10][C:6]2[CH:5]=[C:4]([CH:9]=[CH:8][CH:7]=2)[NH2:1])[CH:12]=1. Procedure details: 3-(3-nitrophenylthio)pyridine (3.2 g, 13.8 mmol) was dissolved in 200 ml of THF, 2 g of palladium on carbon was added, reacted with hydrogen gas at normal pressure and 50° C. for 8 h. Suction filtration was carried out, and the reaction solution was concentrated to obtain an object product 2 g. Reactants: CN1CCOCC1, CC(C)COC(=O)Cl, C1CCOC1, CCCCCCCCCCCCCCCC(=O)NCCO. Yields the product CCCCCCCCCCCCCCCC(=O)NCCOC(=O)OCC(C)C. RXN SMILES: [CH3:22][N:23]1[CH2:24][CH2:25][O:26][CH2:27][CH2:28]1.[Cl:29][C:30](=[O:31])[O:32][CH2:33][CH:34]([CH3:35])[CH3:36].[O:37]1[CH2:38][CH2:39][CH2:40][CH2:41]1.[OH:1][CH2:2][CH2:3][NH:4][C:5]([CH2:6][CH2:7][CH2:8][CH2:9][CH2:10][CH2:11][CH2:12][CH2:13][CH2:14][CH2:15][CH2:16][CH2:17][CH2:18][CH2:19][CH3:20])=[O:21]>>[O:1]([CH2:2][CH2:3][NH:4][C:5]([CH2:6][CH2:7][CH2:8][CH2:9][CH2:10][CH2:11][CH2:12][CH2:13][CH2:14][CH2:15][CH2:16][CH2:17][CH2:18][CH2:19][CH3:20])=[O:21])[C:30](=[O:31])[O:32][CH2:33][CH:34]([CH3:35])[CH3:36].